Task: describe an organic reaction: reactants, conditions, products, and yield. Dataset: the Open Reaction Database (ORD), a public repository of structured organic reaction records Reaction SMILES: [C:16]([Li:17])([CH3:18])([CH3:19])[CH3:20].[CH2:30]1[O:31][CH2:32][CH2:33][CH2:34]1.[CH3:35][CH2:36][CH2:37][CH2:38][CH3:39].[Cl:1][c:2]1[cH:3][c:4]([F:15])[c:5]([NH:6][C:7]([C:8]([CH3:9])([CH3:10])[CH3:11])=[O:12])[cH:13][cH:14]1.[F:21][C:22]([C:23](=[O:24])[O:25][CH2:26][CH3:27])([F:28])[F:29]>>[Cl:1][c:2]1[cH:3][c:4]([F:15])[c:5]([NH:6][C:7]([C:8]([CH3:9])([CH3:10])[CH3:11])=[O:12])[c:13]([C:23]([C:22]([F:21])([F:28])[F:29])=[O:24])[cH:14]1. Starting materials: [Li]C(C)(C)C, C1CCOC1, CCCCC, CC(C)(C)C(=O)Nc1ccc(Cl)cc1F, CCOC(=O)C(F)(F)F. The product is CC(C)(C)C(=O)Nc1c(F)cc(Cl)cc1C(=O)C(F)(F)F. Starting materials: C1(CCCCC1)C(=O)C1=C(C=CC(=C1)Cl)NS(=O)(=O)C1=CC=C(C)C=C1 (5-chloro-2-tosylaminophenyl cyclohexyl ketone), [H-].[Na+] (sodium hydride), CN(C)C=O (DMF), O (water), CC(C(=O)N)(Br)C (Dimethylbromoacetamide). Run at time 8 hour. Product: C1(CCCCC1)C(=O)C1=C(C=CC(=C1)Cl)N(CC(N(C)C)=O)S(=O)(=O)C1=CC=C(C)C=C1 (2-[N-(Tosyl)-N-(dimethylcarbamoylmethyl)amino]-5-chlorophenyl cyclohexyl ketone). RXN SMILES: [CH:1]1([C:7]([C:9]2[CH:14]=[C:13]([Cl:15])[CH:12]=[CH:11][C:10]=2[NH:16][S:17]([C:20]2[CH:26]=[CH:25][C:23]([CH3:24])=[CH:22][CH:21]=2)(=[O:19])=[O:18])=[O:8])[CH2:6][CH2:5][CH2:4][CH2:3][CH2:2]1.[H-].[Na+].[CH3:29]C(C)(Br)C(N)=O.O.[CH3:37][N:38]([CH:40]=[O:41])[CH3:39]>>[CH:1]1([C:7]([C:9]2[CH:14]=[C:13]([Cl:15])[CH:12]=[CH:11][C:10]=2[N:16]([S:17]([C:20]2[CH:26]=[CH:25][C:23]([CH3:24])=[CH:22][CH:21]=2)(=[O:18])=[O:19])[CH2:29][C:40](=[O:41])[N:38]([CH3:39])[CH3:37])=[O:8])[CH2:2][CH2:3][CH2:4][CH2:5][CH2:6]1 |f:1.2|. Procedure details: 4.3 g of 5-chloro-2-tosylaminophenyl cyclohexyl ketone are placed in 20 ml of DMF in the presence of 360 mg of 80% sodium hydride, after 15 minutes at RT 5.4 g of the compound prepared in step B are added and the mixture is stirred overnight at RT. The reaction medium is poured into water and the precipitate is filtered off and then taken up with DCM, dried and concentrated. The expected product crystallizes from isopropyl ether.